From a dataset of the Open Reaction Database (ORD), a public repository of structured organic reaction records. describe an organic reaction: reactants, conditions, products, and yield Starting materials: OC(COC1=C2CCC(NC2=CC=C1)=O)CN1CCC(CC1)C1=CC=CC=C1 (5-[2-hydroxy-3-(4-phenyl-1-piperidyl)propoxy]-3,4-dihydrocarbostyril), CI (methyl iodide), CN(C=O)C (dimethylformamide). Solvent: CC(=O)C (acetone). Reaction conditions: time 5 hour. Yields the product [I-].C1(=CC=CC=C1)C1CC[N+](CC1)(C)CC(COC1=C2CCC(NC2=CC=C1)=O)O (4-phenyl-1-[2-hydroxy-3-(2-oxo-1,2,3,4-tetrahydroquinolin-5-yloxy)propyl]-1-methylpiperidiniumiodide). RXN SMILES: [OH:1][CH:2]([CH2:16][N:17]1[CH2:22][CH2:21][CH:20]([C:23]2[CH:28]=[CH:27][CH:26]=[CH:25][CH:24]=2)[CH2:19][CH2:18]1)[CH2:3][O:4][C:5]1[CH:14]=[CH:13][CH:12]=[C:11]2[C:6]=1[CH2:7][CH2:8][C:9](=[O:15])[NH:10]2.C[I:30].[CH3:31]N(C)C=O>CC(C)=O>[I-:30].[C:23]1([CH:20]2[CH2:19][CH2:18][N+:17]([CH2:16][CH:2]([OH:1])[CH2:3][O:4][C:5]3[CH:14]=[CH:13][CH:12]=[C:11]4[C:6]=3[CH2:7][CH2:8][C:9](=[O:15])[NH:10]4)([CH3:31])[CH2:22][CH2:21]2)[CH:24]=[CH:25][CH:26]=[CH:27][CH:28]=1 |f:4.5|. Procedure details: 2.0 Grams of 5-[2-hydroxy-3-(4-phenyl-1-piperidyl)propoxy]-3,4-dihydrocarbostyril and 3 g of methyl iodide were mixed with 30 ml of dimethylformamide and the mixture was stirred at 50°-60° C. for 5 hours. The reaction mixture was concentrated under a reduced pressure and to the residue thus obtained was added 50 ml of acetone and stirred. The precipitates thus formed were collected by filtration and washed with acetone, then recrystallized from methanol-ethanol to obtain 1.7 g of 4-phenyl-1-[2-h... Reactants: COC1=CC=C(C=C1)S(=O)(=O)C1=C(C=2C3=C(N(C2C=C1)C)CC1CCC3N1)C(=O)OC(C)(C)C (tert-butyl 2-(4-methoxyphenyl)sulfonyl-5-methyl-5,6,7,8,9,10-hexahydro-7,10-epiminocyclohepta[b]indole-carboxylate), Cl (HCl). The solvent is C(C)OCC (diethyl ether). Yields the product Cl.COC1=CC=C(C=C1)S(=O)(=O)C=1C=C2C3=C(N(C2=CC1)C)CC1CCC3N1 (2-(4-methoxyphenyl)sulfonyl-5-methyl-5,6,7,8,9,10-hexahydro-7,10-epiminocyclohepta[b]indole hydrochloride). As a reaction SMILES: [CH3:1][O:2][C:3]1[CH:8]=[CH:7][C:6]([S:9]([C:12]2[CH:20]=[CH:19][C:18]3[N:17]([CH3:21])[C:16]4[CH2:22][CH:23]5[NH:27][CH:26]([C:15]=4[C:14]=3[C:13]=2C(OC(C)(C)C)=O)[CH2:25][CH2:24]5)(=[O:11])=[O:10])=[CH:5][CH:4]=1.[ClH:35]>C(OCC)C>[ClH:35].[CH3:1][O:2][C:3]1[CH:8]=[CH:7][C:6]([S:9]([C:12]2[CH:13]=[C:14]3[C:18](=[CH:19][CH:20]=2)[N:17]([CH3:21])[C:16]2[CH2:22][CH:23]4[NH:27][CH:26]([C:15]3=2)[CH2:25][CH2:24]4)(=[O:11])=[O:10])=[CH:5][CH:4]=1 |f:3.4|. Procedure details: The product of step A was subjected to Boc-deprotection with 2 M HCl in diethyl ether following the procedure of Example 28, step B. The crude material was purified by flash column chromatography (SiO2, 80:18:2 chloroform/methanol/ammonium hydroxide) and the product treated directly with 1.25 M HCl in methanol (0.5 mL). After concentration in vacuo the residue was lyophilized to give 2-(4-methoxyphenyl)sulfonyl-5-methyl-5,6,7,8,9,10-hexahydro-7,10-epiminocyclohepta[b]indole hydrochloride (49 mg,... Starting materials: C=O, O=CO, CC1CN(c2cc3nc4c(cc3cc2F)c(=O)c(C(=O)O)cn4C)CCN1, [K+], [OH-]. Yields the product CC1CN(c2cc3nc4c(cc3cc2F)c(=O)c(C(=O)O)cn4C)CCN1C. Reaction SMILES: [CH2:28]=[O:29].[CH:32]([OH:33])=[O:34].[F:1][c:2]1[cH:3][c:4]2[c:5]([n:6][c:7]3[n:8]([CH3:18])[cH:9][c:10]([C:15](=[O:16])[OH:17])[c:11](=[O:14])[c:12]3[cH:13]2)[cH:19][c:20]1[N:21]1[CH2:22][CH:23]([CH3:27])[NH:24][CH2:25][CH2:26]1.[K+:31].[OH-:30]>>[F:1][c:2]1[cH:3][c:4]2[c:5]([n:6][c:7]3[n:8]([CH3:18])[cH:9][c:10]([C:15](=[O:16])[OH:17])[c:11](=[O:14])[c:12]3[cH:13]2)[cH:19][c:20]1[N:21]1[CH2:22][CH:23]([CH3:27])[N:24]([CH3:28])[CH2:25][CH2:26]1.